Task: describe an organic reaction: reactants, conditions, products, and yield. Dataset: the Open Reaction Database (ORD), a public repository of structured organic reaction records Starting materials: NC=1C(=CC(=C(C(=O)OC)C1)F)Cl (methyl 5-amino-4-chloro-2-fluorobenzoate), N1=CC=CC=C1 (pyridine), CS(=O)(=O)Cl (methanesulfonyl chloride). Solvent: C(Cl)Cl (CH2Cl2). Conditions: time 5 day. Product: ClC1=CC(=C(C(=O)OC)C=C1NS(=O)(=O)C)F (methyl 4-chloro-2-fluoro-5-[(methylsulfonyl)amino]benzoate). Reaction SMILES: [NH2:1][C:2]1[C:3]([Cl:13])=[CH:4][C:5]([F:12])=[C:6]([CH:11]=1)[C:7]([O:9][CH3:10])=[O:8].N1C=CC=CC=1.[CH3:20][S:21](Cl)(=[O:23])=[O:22]>C(Cl)Cl>[Cl:13][C:3]1[C:2]([NH:1][S:21]([CH3:20])(=[O:23])=[O:22])=[CH:11][C:6]([C:7]([O:9][CH3:10])=[O:8])=[C:5]([F:12])[CH:4]=1. Reported procedure: To a solution of methyl 5-amino-4-chloro-2-fluorobenzoate (248 mg, 1.22 mmol) and pyridine (0.12 mL, 1.46 mmol) in 5 mL CH2Cl2 was added methanesulfonyl chloride (0.10 mL, 1.34 mmol). After 5 days at room temperature, the reaction mixture was washed with saturated aqueous NaHCO3 and extracted with CHCl3 to provide crude methyl 4-chloro-2-fluoro-5-[(methylsulfonyl)amino]benzoate as a solid (ESI-MS 280 (M−H)), which was hydrolyzed using aqueous NaOH to provide 4-chloro-2-fluoro-5-[(methylsulfonyl)...